From a dataset of the Open Reaction Database (ORD), a public repository of structured organic reaction records. describe an organic reaction: reactants, conditions, products, and yield Starting materials: C(C)(C)(C)[SiH2]OC(C=1C=CC(=C(C1)N)C)(C)C (5-(tert-butyl-dimethyl-silanyloxymethyl)-2-methyl-phenylamine), C(C)(C)(C)OC(=O)N(C1=CC(=C(C=C1)F)F)CC(=O)O ([tert-butoxycarbonyl-(3,4-difluorophenyl)-amino]-acetic acid). Yields the product C(C)(C)(C)OC(N(CC(NC1=C(C=CC(=C1)CO)C)=O)C1=CC(=C(C=C1)F)F)=O ((3,4-Difluoro-phenyl)-[(5-hydroxymethyl-2-methyl-phenylcarbamoyl)-methyl]-carbamic acid tert-buty ester). The yield is 58.8%. RXN SMILES: C([SiH2][O:6][C:7](C)(C)[C:8]1[CH:9]=[CH:10][C:11]([CH3:15])=[C:12]([NH2:14])[CH:13]=1)(C)(C)C.[C:18]([O:22][C:23]([N:25]([CH2:34][C:35](O)=[O:36])[C:26]1[CH:31]=[CH:30][C:29]([F:32])=[C:28]([F:33])[CH:27]=1)=[O:24])([CH3:21])([CH3:20])[CH3:19]>>[C:18]([O:22][C:23](=[O:24])[N:25]([C:26]1[CH:31]=[CH:30][C:29]([F:32])=[C:28]([F:33])[CH:27]=1)[CH2:34][C:35](=[O:36])[NH:14][C:12]1[CH:13]=[C:8]([CH2:7][OH:6])[CH:9]=[CH:10][C:11]=1[CH3:15])([CH3:21])([CH3:19])[CH3:20]. Procedure: Prepared according to the method of Example 3b), from 5-(tert-butyl-dimethyl-silanyloxymethyl)-2-methyl-phenylamine (2.0 g) and [tert-butoxycarbonyl-(3,4-difluorophenyl)-amino]-acetic acid (2.30 g) to give the sub-title product (1.9 g) as a white solid. Reactants: C(CCC)[Li] (n-butyl lithium), C1(=CC=CC=C1)C[C@@H]1NC(OC1)=O ((4S)-4-(phenylmethyl)-1,3-oxazolidin-2-one), C(CCCCC)(=O)Cl (Hexanoyl chloride). Solvent: C1CCOC1 (THF). Reaction conditions: temperature -78 celsius, time 30 minute. Product: C(CCCCC)(=O)N1C(OC[C@@H]1CC1=CC=CC=C1)=O ((4S)-3-Hexanoyl-4-(phenylmethyl)-1,3-oxazolidin-2-one). Isolated yield 76.0%. As a reaction SMILES: [C:1]1([CH2:7][C@H:8]2[CH2:12][O:11][C:10](=[O:13])[NH:9]2)[CH:6]=[CH:5][CH:4]=[CH:3][CH:2]=1.C([Li])CCC.[C:19](Cl)(=[O:25])[CH2:20][CH2:21][CH2:22][CH2:23][CH3:24]>C1COCC1>[C:19]([N:9]1[C@@H:8]([CH2:7][C:1]2[CH:2]=[CH:3][CH:4]=[CH:5][CH:6]=2)[CH2:12][O:11][C:10]1=[O:13])(=[O:25])[CH2:20][CH2:21][CH2:22][CH2:23][CH3:24]. Reported procedure: To a 3000 mL RB flask was added (4S)-4-(phenylmethyl)-1,3-oxazolidin-2-one (100 g, 0.564 mol) in THF (1500 mL). The solution was cooled to −78° C. and n-butyl lithium (1.6 M in hexanes, 387 mL, 0.62 mol) was added dropwise. Stirring continued for 30 min. Hexanoyl chloride (74.8 g, 0.62 mol) was then added dropwise and the reaction was monitored by TLC. The reaction was quenched by addition of NH4Cl (400 mL), and extracted with DCM (2×500 mL). The product was purified by flash column eluting with... Reactants: O=C1C(=CN=C(N1)NC1=CC=C(C=C1)N1CCCCC1)C(=O)OCC (ethyl 6-oxo-2-((4-(piperidin-1-yl)phenyl)amino)-1,6-dihydropyrimidine-5-carboxylate), [OH-].[Na+] (sodium hydroxide). Run in CO (methanol). Run at temperature 40 celsius, time 8 hour. The product is O=C1C(=CN=C(N1)NC1=CC=C(C=C1)N1CCCCC1)C(=O)O (6-oxo-2-((4-(piperidin-1-yl)phenyl)amino)-1,6-dihydropyrimidine-5-carboxylic acid). Isolated yield 58.7%. Reaction SMILES: [O:1]=[C:2]1[NH:7][C:6]([NH:8][C:9]2[CH:14]=[CH:13][C:12]([N:15]3[CH2:20][CH2:19][CH2:18][CH2:17][CH2:16]3)=[CH:11][CH:10]=2)=[N:5][CH:4]=[C:3]1[C:21]([O:23]CC)=[O:22].[OH-].[Na+]>CO>[O:1]=[C:2]1[NH:7][C:6]([NH:8][C:9]2[CH:14]=[CH:13][C:12]([N:15]3[CH2:16][CH2:17][CH2:18][CH2:19][CH2:20]3)=[CH:11][CH:10]=2)=[N:5][CH:4]=[C:3]1[C:21]([OH:23])=[O:22] |f:1.2|. Procedure details: A mixture of ethyl 6-oxo-2-((4-(piperidin-1-yl)phenyl)amino)-1,6-dihydropyrimidine-5-carboxylate (100 mg, 0.298 mmol), sodium hydroxide (1M, aq), and methanol was stirred at 70° C. for 2 hours and for 40° C. overnight. The reaction mixture was filtered to remove the solid precipitate to verify product. Recombined the filtrate and precipitate to concentrate by adding 3 mL dioxane and heated to 103° C. for 4 hours with an additional 1 mL of NaOH added. The reaction mixture was then heated at 40° C... Reactants: COc1cc(Oc2ccnc(N)c2)ccc1[N+](=O)[O-], COCC(=O)Cl, CO, CCN(C(C)C)C(C)C, ClCCl, N. Product: COCC(=O)Nc1cc(Oc2ccc([N+](=O)[O-])c(OC)c2)ccn1. RXN SMILES: [CH3:1][O:2][c:3]1[cH:4][c:5]([O:6][c:7]2[cH:8][c:9]([NH2:13])[n:10][cH:11][cH:12]2)[cH:14][cH:15][c:16]1[N+:17](=[O:18])[O-:19].[CH3:29][O:30][CH2:31][C:32](=[O:33])[Cl:34].[CH3:39][OH:40].[CH:20]([N:21]([CH2:22][CH3:23])[CH:24]([CH3:25])[CH3:26])([CH3:27])[CH3:28].[Cl:36][CH2:37][Cl:38].[NH3:35]>>[CH3:1][O:2][c:3]1[cH:4][c:5]([O:6][c:7]2[cH:8][c:9]([NH:13][C:32]([CH2:31][O:30][CH3:29])=[O:33])[n:10][cH:11][cH:12]2)[cH:14][cH:15][c:16]1[N+:17](=[O:18])[O-:19]. Reactants: [N+](=O)([O-])CC(=CCO)C (4-nitro-3-methyl-2-butenol), ClC1=CC=C(C=C1)N=C=O (p-chlorophenylisocyanate). Solvent: C1=CC=CC=C1 (benzene). The product is CC(=CCO)C[N+](=O)[O-].ClC1=CC=C(C=C1)NC([O-])=O (3-methyl-4-nitro-2-butene-1-ol 4-chlorophenylcarbamate). RXN SMILES: [N+:1]([CH2:4][C:5]([CH3:9])=[CH:6][CH2:7][OH:8])([O-:3])=[O:2].[Cl:10][C:11]1[CH:16]=[CH:15][C:14]([N:17]=[C:18]=[O:19])=[CH:13][CH:12]=1>C1C=CC=CC=1>[CH3:9][C:5]([CH2:4][N+:1]([O-:3])=[O:2])=[CH:6][CH2:7][OH:8].[Cl:10][C:11]1[CH:16]=[CH:15][C:14]([NH:17][C:18](=[O:2])[O-:19])=[CH:13][CH:12]=1 |f:3.4|. Procedure: To 0.1 Mol of 4-nitro-3-methyl-2-butenol was added 0.1 Mol of melted p-chlorophenylisocyanate. The reaction mixture was allowed to stand at room temperature for several hours, before it was dissolved in hot benzene. After crystallizing overnight a solid by-product was filtered off and the benzene was evaporated. The residue was purified by dissolving in a hot hexane-benzene mixture, decanting, while hot, from an insoluble oil, followed by crystallization in a ice bath. The product was obtained a...